Task: describe an organic reaction: reactants, conditions, products, and yield. Dataset: the Open Reaction Database (ORD), a public repository of structured organic reaction records Reactants: COC1=CC=C(CN2N=C(C=3C2=NC=CC3OC3=C(C=C(C=C3)N)F)C=3N(C=CN3)C)C=C1 (4-(1-(4-Methoxybenzyl)-3-(1-methyl-1H-imidazol-2-yl)-1H-pyrazolo[3,4-b]pyridin-4-yloxy)-3-fluorobenzenamine), FC1=CC=C(C=C1)N1N=CC=C(C1=O)C(=O)O (2-(4-fluorophenyl)-3-oxo-2,3-dihydropyridazine-4-carboxylic acid), Cl.C(C)N=C=NCCCN(C)C (N1-((ethylimino)methylene)-N3,N3-dimethylpropane-1,3-diamine hydrochloride), N1(N=NC2=C1C=CC=C2)O (1H-benzo[d][1,2,3]triazol-1-ol), C(C)N(C(C)C)C(C)C (N-ethyl-N-isopropylpropan-2-amine). The solvent is C(Cl)Cl (CH2Cl2). Product: FC=1C=C(C=CC1OC1=C2C(=NC=C1)N(N=C2C=2N(C=CN2)C)CC2=CC=C(C=C2)OC)NC(=O)C=2C(N(N=CC2)C2=CC=C(C=C2)F)=O (N-(3-fluoro-4-(1-(4-methoxybenzyl)-3-(1-methyl-1H-imidazol-2-yl)-1H-pyrazolo[3,4-b]pyridin-4-yloxy)phenyl)-2-(4-fluorophenyl)-3-oxo-2,3-dihydropyridazine-4-carboxamide). Yield: 59.7%. Reaction SMILES: [CH3:1][O:2][C:3]1[CH:33]=[CH:32][C:6]([CH2:7][N:8]2[C:12]3=[N:13][CH:14]=[CH:15][C:16]([O:17][C:18]4[CH:23]=[CH:22][C:21]([NH2:24])=[CH:20][C:19]=4[F:25])=[C:11]3[C:10]([C:26]3[N:27]([CH3:31])[CH:28]=[CH:29][N:30]=3)=[N:9]2)=[CH:5][CH:4]=1.[F:34][C:35]1[CH:40]=[CH:39][C:38]([N:41]2[C:46](=[O:47])[C:45]([C:48](O)=[O:49])=[CH:44][CH:43]=[N:42]2)=[CH:37][CH:36]=1.Cl.C(N=C=NCCCN(C)C)C.N1(O)C2C=CC=CC=2N=N1.C(N(C(C)C)C(C)C)C>C(Cl)Cl>[F:25][C:19]1[CH:20]=[C:21]([NH:24][C:48]([C:45]2[C:46](=[O:47])[N:41]([C:38]3[CH:39]=[CH:40][C:35]([F:34])=[CH:36][CH:37]=3)[N:42]=[CH:43][CH:44]=2)=[O:49])[CH:22]=[CH:23][C:18]=1[O:17][C:16]1[CH:15]=[CH:14][N:13]=[C:12]2[N:8]([CH2:7][C:6]3[CH:5]=[CH:4][C:3]([O:2][CH3:1])=[CH:33][CH:32]=3)[N:9]=[C:10]([C:26]3[N:27]([CH3:31])[CH:28]=[CH:29][N:30]=3)[C:11]=12 |f:2.3|. Procedure: 4-(1-(4-Methoxybenzyl)-3-(1-methyl-1H-imidazol-2-yl)-1H-pyrazolo[3,4-b]pyridin-4-yloxy)-3-fluorobenzenamine (143.2 mg, 0.322 mmol), 2-(4-fluorophenyl)-3-oxo-2,3-dihydropyridazine-4-carboxylic acid (377.3 mg, 1.61 mmol, prepared in Example 19, step C), N1-((ethylimino)methylene)-N3,N3-dimethylpropane-1,3-diamine hydrochloride (308.8 mg, 1.61 mmol), 1H-benzo[d][1,2,3]triazol-1-ol (217.7 mg, 1.61 mmol), N-ethyl-N-isopropylpropan-2-amine (208.2 mg, 1.61 mmol) and CH2Cl2 (5 mL) were charged in a 25 m...